This data is from the Open Reaction Database (ORD), a public repository of structured organic reaction records. The task is: describe an organic reaction: reactants, conditions, products, and yield Starting materials: O.[OH-].[Li+] (lithium hydroxide monohydrate), COC(C1=CN=C(C=C1)OCC=1C(=NOC1)C1=CC=C(C=C1)Cl)=O (6-[3-(4-chloro-phenyl)-isoxazol-4-ylmethoxy]-nicotinic acid methyl ester), Cl (HCl). Run in O (water), C1CCOC1 (THF), CO (methanol). Reaction conditions: time 8 hour. Yields the product ClC1=CC=C(C=C1)C1=NOC=C1COC1=NC=C(C(=O)O)C=C1 (6-[3-(4-Chloro-phenyl)-isoxazol-4-ylmethoxy]-nicotinic acid). Yield: 100.0%. RXN SMILES: C[O:2][C:3](=[O:24])[C:4]1[CH:9]=[CH:8][C:7]([O:10][CH2:11][C:12]2[C:13]([C:17]3[CH:22]=[CH:21][C:20]([Cl:23])=[CH:19][CH:18]=3)=[N:14][O:15][CH:16]=2)=[N:6][CH:5]=1.O.[OH-].[Li+].Cl>C1COCC1.CO.O>[Cl:23][C:20]1[CH:19]=[CH:18][C:17]([C:13]2[C:12]([CH2:11][O:10][C:7]3[CH:8]=[CH:9][C:4]([C:3]([OH:24])=[O:2])=[CH:5][N:6]=3)=[CH:16][O:15][N:14]=2)=[CH:22][CH:21]=1 |f:1.2.3|. Reported procedure: To a suspension of sodium hydride (55% dispersion in mineral oil, 1.16 g, 26.5 mmol) in THF (30 mL) was added a solution of [3-(4-chloro-phenyl)-isoxazol-4-yl]-methanol (24.1 mmol) in THF (60 mL) at 0° C. and the reaction mixture warmed to room temperature over 30 min. Then a solution of methyl 6-chloronicotinate (4.65 g, 26.5 mmol) in THF (60 mL) was added dropwise at 0° C. and the reaction mixture was stirred at room temperature for 2 h. The reaction mixture was then poured into aqueous sodium... Starting materials: NC1=C(OC2=C1C=CC(=C2)OCC2=CC=CC=C2)C(C2=C(C=C(C=C2)Cl)Cl)=O (3-Amino-2-(2,4-dichlorobenzoyl)6-benzyloxy-benzofuran), ClS(=O)(=O)N=C=O (chlorosulfonyl isocyanate). The solvent is ClCCl (dichloromethane), ClCCl (dichloromethane). Run at temperature 0 celsius, time 3 hour. Product: ClC1=C(C(=O)C=2OC3=C(C2NC(=O)N)C=CC(=C3)OCC3=CC=CC=C3)C=CC(=C1)Cl (N-[2-(2,4-Dichlorobenzoyl)-6-benzyloxy-benzofuran-3-yl]urea). RXN SMILES: [NH2:1][C:2]1[C:6]2[CH:7]=[CH:8][C:9]([O:11][CH2:12][C:13]3[CH:18]=[CH:17][CH:16]=[CH:15][CH:14]=3)=[CH:10][C:5]=2[O:4][C:3]=1[C:19](=[O:28])[C:20]1[CH:25]=[CH:24][C:23]([Cl:26])=[CH:22][C:21]=1[Cl:27].ClS([N:33]=[C:34]=[O:35])(=O)=O>ClCCl>[Cl:27][C:21]1[CH:22]=[C:23]([Cl:26])[CH:24]=[CH:25][C:20]=1[C:19]([C:3]1[O:4][C:5]2[CH:10]=[C:9]([O:11][CH2:12][C:13]3[CH:18]=[CH:17][CH:16]=[CH:15][CH:14]=3)[CH:8]=[CH:7][C:6]=2[C:2]=1[NH:1][C:34]([NH2:33])=[O:35])=[O:28]. Procedure: 30.9 g (75 mmol) of the compound of example IV or IVa are dissolved in 750 ml dichloromethane and cooled to 0°C. 11.6 g (82 mmol) chlorosulfonyl isocyanate in dichloromethane are added and the mixture is stirred at 0° C. for 30 min and at room temperature for 3 h. The solvent is removed in vacuo, the residue suspended in water and stirred vigorously for 3 h at 60° C. After cooling to r.t. the suspension is filtered, the crude product dried in a desiccator in the presence of phosphorus pentoxide ... Procedure: Following Example 148a, 1.7 g of 176b and 3.2 g of 3,5-dibromo-1-methylpyridin-2(1H)-one were reacted to give 176c as a yellow solid (2.8 g, 70%). MS: [M+H]+ 327. 1H NMR (500 MHz, CDCl3) δ 7.86 (d, J=2.5, 1H), 7.38 (s, 1H), 6.88 (d, J=2.5, 1H), 5.86 (s, 1H), 4.41 (s, 2H), 3.82 (s, 3H), 3.58 (s, 3H), 3.36 (s, 3H). The product is BrC=1C=C(C(N(C1)C)=O)NC1=NN(C(=C1)COC)C (5-Bromo-3-(5-(methoxymethyl)-1-methyl-1H-pyrazol-3-ylamino)-1-methylpyridin-2(1H)-one). Reaction SMILES: [CH3:1][O:2][CH2:3][C:4]1[N:8]([CH3:9])[N:7]=[C:6]([NH2:10])[CH:5]=1.Br[C:12]1[C:13](=[O:20])[N:14]([CH3:19])[CH:15]=[C:16]([Br:18])[CH:17]=1>>[Br:18][C:16]1[CH:17]=[C:12]([NH:10][C:6]2[CH:5]=[C:4]([CH2:3][O:2][CH3:1])[N:8]([CH3:9])[N:7]=2)[C:13](=[O:20])[N:14]([CH3:19])[CH:15]=1. Starting materials: COCC1=CC(=NN1C)N (5-(Methoxymethyl)-1-methyl-1H-pyrazol-3-amine), BrC=1C(N(C=C(C1)Br)C)=O (3,5-dibromo-1-methylpyridin-2(1H)-one). Yield: 71.4%. The reactants are C(C)OC([C@H](CC1=CC=C(C=C1)OCCCBr)OC)=O ((2S)-3-[4-(3-Bromo-propoxy)-phenyl]-2-methoxy-propionic acid ethyl ester), OC1=C(C(=O)C2=CC=CC=C2)C=CC(=C1)O (2,4-dihydroxybenzophenone). The product is C(C)OC(C(CC1=CC=C(C=C1)OCCCOC1=CC(=C(C=C1)C(C1=CC=CC=C1)=O)O)OC)=O (3-{4-[3-(4-Benzoyl-3-hydroxy-phenoxy)-propoxy]-phenyl}-2-methoxy-propionic acid ethyl ester). As a reaction SMILES: [CH2:1]([O:3][C:4](=[O:20])[C@@H:5]([O:18][CH3:19])[CH2:6][C:7]1[CH:12]=[CH:11][C:10]([O:13][CH2:14][CH2:15][CH2:16]Br)=[CH:9][CH:8]=1)[CH3:2].[OH:21][C:22]1[CH:35]=[C:34]([OH:36])[CH:33]=[CH:32][C:23]=1[C:24]([C:26]1[CH:31]=[CH:30][CH:29]=[CH:28][CH:27]=1)=[O:25]>>[CH2:1]([O:3][C:4](=[O:20])[CH:5]([O:18][CH3:19])[CH2:6][C:7]1[CH:12]=[CH:11][C:10]([O:13][CH2:14][CH2:15][CH2:16][O:36][C:34]2[CH:33]=[CH:32][C:23]([C:24](=[O:25])[C:26]3[CH:31]=[CH:30][CH:29]=[CH:28][CH:27]=3)=[C:22]([OH:21])[CH:35]=2)=[CH:9][CH:8]=1)[CH3:2]. Procedure: A mixture of (2S)-3-[4-(3-Bromo-propoxy)-phenyl]-2-methoxy-propionic acid ethyl ester from Step A and 2,4-dihydroxybenzophenone were allowed to react under the Standard Procedure I to get to title compound. Reactants: CO, C[O-], CCCC(=O)OC, CO, CC1OC1(Cn1cncn1)c1ccc(F)cc1F, [Na+], COC(=O)CCS. Product: CC(S)C(O)(Cn1cncn1)c1ccc(F)cc1F. As a reaction SMILES: [CH3:26][OH:27].[CH3:28][O-:29].[CH3:31][CH2:32][CH2:33][C:34]([O:35][CH3:36])=[O:37].[CH3:38][OH:39].[F:1][c:2]1[c:3]([C:9]2([CH2:13][n:14]3[n:15][cH:16][n:17][cH:18]3)[O:10][CH:11]2[CH3:12])[cH:4][cH:5][c:6]([F:8])[cH:7]1.[Na+:30].[SH:19][CH2:20][CH2:21][C:22]([O:23][CH3:24])=[O:25]>>[F:1][c:2]1[c:3]([C:9]([OH:10])([CH:11]([CH3:12])[SH:19])[CH2:13][n:14]2[n:15][cH:16][n:17][cH:18]2)[cH:4][cH:5][c:6]([F:8])[cH:7]1. The reactants are [Cl-], O=C(Cl)c1ccc(Cl)c([N+](=O)[O-])c1, OC1CCCCC1, c1ccccc1, c1ccncc1, c1ccncc1. The product is O=C(OC1CCCCC1)c1ccc(Cl)c([N+](=O)[O-])c1. RXN SMILES: [Cl-:27].[N+:1](=[O:2])([O-:3])[c:4]1[cH:5][c:6]([C:7](=[O:8])[Cl:9])[cH:10][cH:11][c:12]1[Cl:13].[OH:14][CH:15]1[CH2:16][CH2:17][CH2:18][CH2:19][CH2:20]1.[cH:28]1[cH:29][cH:30][cH:31][cH:32][cH:33]1.[cH:34]1[cH:35][cH:36][n:37][cH:38][cH:39]1.[n:21]1[cH:22][cH:23][cH:24][cH:25][cH:26]1>>[N+:1](=[O:2])([O-:3])[c:4]1[cH:5][c:6]([C:7](=[O:8])[O:14][CH:15]2[CH2:16][CH2:17][CH2:18][CH2:19][CH2:20]2)[cH:10][cH:11][c:12]1[Cl:13]. Reactants: COC=1C=C2C=CC(=CC2=CC1)C(CC)=O (1-(6-methoxy-2-naphthyl)-propan-1-one), COC([C@H](O)[C@@H](O)C(=O)OC)=O (L(+)tartaric acid dimethyl ester), C(OC)(OC)OC (trimethyl orthoformate), solution, CS(=O)(=O)O (Methanesulphonic acid). Solvent: C(=O)([O-])[O-].[Na+].[Na+] (Na2CO3). Yields the product COC(=O)[C@@H]1OC(O[C@H]1C(=O)OC)(C1=CC2=CC=C(C=C2C=C1)OC)CC (2-ethyl-2-(6-methoxy-2-naphthyl)-1,3-dioxolane-4(R),5(R)-dicarboxylic acid dimethyl ester). Yield: 63.6%. RXN SMILES: [CH3:1][O:2][C:3]1[CH:4]=[C:5]2[C:10](=[CH:11][CH:12]=1)[CH:9]=[C:8]([C:13](=[O:16])[CH2:14][CH3:15])[CH:7]=[CH:6]2.[CH3:17][O:18][C:19](=[O:28])[C@@H:20]([C@H:22]([C:24]([O:26][CH3:27])=[O:25])O)[OH:21].C(OC)(OC)OC.CS(O)(=O)=O>C([O-])([O-])=O.[Na+].[Na+]>[CH3:27][O:26][C:24]([C@H:22]1[C@H:20]([C:19]([O:18][CH3:17])=[O:28])[O:21][C:13]([CH2:14][CH3:15])([C:8]2[CH:7]=[CH:6][C:5]3[C:10](=[CH:11][CH:12]=[C:3]([O:2][CH3:1])[CH:4]=3)[CH:9]=2)[O:16]1)=[O:25] |f:4.5.6|. Reported procedure: 1-(6-methoxy-2-naphthyl)-propan-1-one (46.5 g; 0.217 moles), L(+)tartaric acid dimethyl ester (300 g), trimethyl orthoformate (94 g; 0.887 moles) are gradually heated up to complete solution. Methanesulphonic acid (1.48 g; 0.0154 moles) is then added and the obtained solution is refluxed for 2 hours; it is cooled at room temperature and the reaction mixture is slowly added to a 10% solution of Na2CO3 (500 ml). It is extracted with methylene chloride and the organic extracts are repeatedly washed...